Dataset: the Open Reaction Database (ORD), a public repository of structured organic reaction records. Task: describe an organic reaction: reactants, conditions, products, and yield Starting materials: CSC(NN1C(C2=CC=CC=C2C1=O)=O)=NC1=CC=CC=C1 (2-(2-Methyl-3-phenylisothioureido)-1H-isoindole-1,3-(2H)dione), C([O-])([O-])=O.[K+].[K+] (potassium carbonate), C(C=C)Br (allyl bromide), ice water. The solvent is CC(=O)C (acetone). Reaction conditions: time 8 hour. Yields the product C(C=C)N(C(SC)=NC1=CC=CC=C1)N1C(C2=CC=CC=C2C1=O)=O (2-(1-Allyl-2-methyl-3-phenylisothioureido)-1-H-isoindole-1,3-(2H)dione). The yield is 39.0%. RXN SMILES: [CH3:1][S:2][C:3](=[N:16][C:17]1[CH:22]=[CH:21][CH:20]=[CH:19][CH:18]=1)[NH:4][N:5]1[C:13](=[O:14])[C:12]2[C:7](=[CH:8][CH:9]=[CH:10][CH:11]=2)[C:6]1=[O:15].C(=O)([O-])[O-].[K+].[K+].[CH2:29](Br)[CH:30]=[CH2:31]>CC(C)=O>[CH2:31]([N:4]([N:5]1[C:13](=[O:14])[C:12]2[C:7](=[CH:8][CH:9]=[CH:10][CH:11]=2)[C:6]1=[O:15])[C:3](=[N:16][C:17]1[CH:22]=[CH:21][CH:20]=[CH:19][CH:18]=1)[S:2][CH3:1])[CH:30]=[CH2:29] |f:1.2.3|. Procedure: To 50 ml of dry acetone, 4.0 g (0.013 m) of the above product (IV), 2.2 g (0.016 m) of powdered anhydrous potassium carbonate, and 1.4 ml (0.016 m) of allyl bromide was added in succession and the mixture stirred overnight at room temperature. The mixture was poured into 300 ml of ice water with stirring. The aqueous layer was decanted and the residue suspended in fresh ice cold water, stirred and filtered to give a yellow semisolid product. This was purified by stirring in hexane to give a yell... Starting materials: ClC1=C(C=CC=C1)C1=NCC(=NC2=C1C=C(C=C2)[N+](=O)[O-])NOC(NC2=CC=CC=C2)=O (5-(2-Chlorophenyl)-7-nitro-2-phenylcarbamoyloxyamino-3H-1,4-benzodiazepine), ClC=1C=C(C=CC1Cl)N=C=O (3,4-dichlorophenyl isocyanate). Solvent: C(C)O (ethanol). Product: ClC=1C=C(C=CC1Cl)NC(=O)ONC1=NC2=C(C(=NC1)C1=C(C=CC=C1)Cl)C=C(C=C2)[N+](=O)[O-] (2-(3,4-Dichlorophenylcarbamoyloxyamino)-5-(2-chlorophenyl)-7-nitro-3H-1,4-benzodiazepine). RXN SMILES: [Cl:1][C:2]1[CH:7]=[CH:6][CH:5]=[CH:4][C:3]=1[C:8]1[C:14]2[CH:15]=[C:16]([N+:19]([O-:21])=[O:20])[CH:17]=[CH:18][C:13]=2[N:12]=[C:11]([NH:22][O:23]C(=O)NC2C=CC=CC=2)[CH2:10][N:9]=1.[Cl:33][C:34]1[CH:35]=[C:36]([N:41]=[C:42]=[O:43])[CH:37]=[CH:38][C:39]=1[Cl:40]>C(O)C>[Cl:33][C:34]1[CH:35]=[C:36]([NH:41][C:42]([O:23][NH:22][C:11]2[CH2:10][N:9]=[C:8]([C:3]3[CH:4]=[CH:5][CH:6]=[CH:7][C:2]=3[Cl:1])[C:14]3[CH:15]=[C:16]([N+:19]([O-:21])=[O:20])[CH:17]=[CH:18][C:13]=3[N:12]=2)=[O:43])[CH:37]=[CH:38][C:39]=1[Cl:40]. Procedure details: 1 g of 5-(2-chlorophenyl)-2-hydroxyamino-7-nitro-3H-1,4-benzodiazepine of Example 18 is reacted with 0.56 g of 3,4-dichlorophenyl isocyanate and worked up as in Example 18. Yield: 1.1 g, melting point: 190° to 192° C. decomposition (from ethanol). Yields the product C1CC(CC=C1)C2CCC=CC2 (bicyclohexyl-3,3′-diene). Starting materials: OC1CCC(CC1)C1CCC(CC1)O (4,4′-dihydroxybicyclohexyl), OC1CCC(CC1)C1CCC(CC1)O (4,4′-dihydroxybicyclohexyl). RXN SMILES: O[CH:2]1[CH2:7][CH2:6][CH:5]([CH:8]2[CH2:13][CH2:12][CH:11](O)[CH2:10][CH2:9]2)[CH2:4][CH2:3]1>O>[CH2:12]1[CH:11]=[CH:10][CH2:9][CH:8]([CH:5]2[CH2:4][CH:3]=[CH:2][CH2:7][CH2:6]2)[CH2:13]1. The solvent is O (water). Procedure: The step (i) and the step (ii) differ from each other in the pressure. The reaction liquid in the step (i) contains an unreacted 4,4′-dihydroxybicyclohexyl compound, a reaction intermediate in which only one of the two hydroxylated-cyclohexane rings of the 4,4′-dihydroxybicyclohexyl compound has undergone intramolecular dehydration into a cyclohexene ring, the target bicyclohexyl-3,3′-diene compound, by-produced water, the dehydration catalyst, and the reaction solvent in coexistence. In the ste...